Dataset: the Open Reaction Database (ORD), a public repository of structured organic reaction records. Task: describe an organic reaction: reactants, conditions, products, and yield The reactants are Cl.C(C)C1=C(C(=CC=C1)CC)NC(=O)C1=NN(C2=C1CCC=1C=NC(=NC21)NC2CCNCC2)C (N-(2,6-diethylphenyl)-1-methyl-8-(piperidin-4-ylamino)-4,5-dihydro-1H-pyrazolo[4,3-h]quinazoline-3-carboxamide hydrochloride), CCN(C(C)C)C(C)C (DIPEA), CS(=O)(=O)Cl (methanesulfonyl chloride). The solvent is ClCCl (dichloromethane). Reaction conditions: time 3 hour. The product is C(C)C1=C(C(=CC=C1)CC)NC(=O)C1=NN(C2=C1CCC=1C=NC(=NC21)NC2CCN(CC2)S(=O)(=O)C)C (N-(2,6-Diethylphenyl)-1-methyl-8-{[1-(methylsulfonyl)piperidin-4-yl]amino}-4,5-dihydro-1H-pyrazolo[4,3-h]quinazoline-3-carboxamide). The yield is 64.0%. RXN SMILES: Cl.[CH2:2]([C:4]1[CH:9]=[CH:8][CH:7]=[C:6]([CH2:10][CH3:11])[C:5]=1[NH:12][C:13]([C:15]1[C:19]2[CH2:20][CH2:21][C:22]3[CH:23]=[N:24][C:25]([NH:28][CH:29]4[CH2:34][CH2:33][NH:32][CH2:31][CH2:30]4)=[N:26][C:27]=3[C:18]=2[N:17]([CH3:35])[N:16]=1)=[O:14])[CH3:3].CCN(C(C)C)C(C)C.[CH3:45][S:46](Cl)(=[O:48])=[O:47]>ClCCl>[CH2:10]([C:6]1[CH:7]=[CH:8][CH:9]=[C:4]([CH2:2][CH3:3])[C:5]=1[NH:12][C:13]([C:15]1[C:19]2[CH2:20][CH2:21][C:22]3[CH:23]=[N:24][C:25]([NH:28][CH:29]4[CH2:30][CH2:31][N:32]([S:46]([CH3:45])(=[O:48])=[O:47])[CH2:33][CH2:34]4)=[N:26][C:27]=3[C:18]=2[N:17]([CH3:35])[N:16]=1)=[O:14])[CH3:11] |f:0.1|. Reported procedure: To a solution of N-(2,6-diethylphenyl)-1-methyl-8-(piperidin-4-ylamino)-4,5-dihydro-1H-pyrazolo[4,3-h]quinazoline-3-carboxamide hydrochloride (40 mg, 0.075 mmol) in dichloromethane (1 mL) at 0° C., DIPEA (0.2 mL, 1.1 mmol), and methanesulfonyl chloride (0.007 mL, 0.009 mmol) were added. The mixture was then stirred at room temperature for 3 h. Solvent evaporated to dryness and the crude solid was purified by flash chromatography on silica gel (eluant: dichloromethane/methanol: 97/3) to 26 mg of ... Reactants: [Br-], [Br-], ClCCl, [Na+], [Na+], O=C([O-])[O-], [Zn+2], CC(C)(C)OC(=O)N1CCC(c2ccn(CCOc3ccccc3)c(=O)c2)C(OCc2ccc3ccccc3c2)C1. Yields the product O=c1cc(C2CCNCC2OCc2ccc3ccccc3c2)ccn1CCOc1ccccc1. As a reaction SMILES: [Br-:51].[Br-:53].[CH2:48]([Cl:49])[Cl:50].[Na+:42].[Na+:43].[O-:44][C:45](=[O:46])[O-:47].[Zn+2:52].[cH:1]1[c:2]([CH2:11][O:12][CH:13]2[CH2:14][N:15]([C:35]([O:36][C:37]([CH3:38])([CH3:39])[CH3:40])=[O:41])[CH2:16][CH2:17][CH:18]2[c:19]2[cH:20][c:21](=[O:34])[n:22]([CH2:25][CH2:26][O:27][c:28]3[cH:29][cH:30][cH:31][cH:32][cH:33]3)[cH:23][cH:24]2)[cH:3][cH:4][c:5]2[cH:6][cH:7][cH:8][cH:9][c:10]12>>[cH:1]1[c:2]([CH2:11][O:12][CH:13]2[CH2:14][NH:15][CH2:16][CH2:17][CH:18]2[c:19]2[cH:20][c:21](=[O:34])[n:22]([CH2:25][CH2:26][O:27][c:28]3[cH:29][cH:30][cH:31][cH:32][cH:33]3)[cH:23][cH:24]2)[cH:3][cH:4][c:5]2[cH:6][cH:7][cH:8][cH:9][c:10]12. Starting materials: CC(=O)O, O, CC1(CCc2cc(O)n3nccc3n2)OCCO1. Product: CC(=O)CCc1cc(O)n2nccc2n1. Reaction SMILES: [C:20]([OH:21])(=[O:22])[CH3:23].[OH2:19].[OH:1][c:2]1[cH:3][c:4]([CH2:11][CH2:12][C:13]2([CH3:18])[O:14][CH2:17][CH2:16][O:15]2)[n:5][c:6]2[n:7]1[n:8][cH:9][cH:10]2>>[OH:1][c:2]1[cH:3][c:4]([CH2:11][CH2:12][C:13](=[O:14])[CH3:18])[n:5][c:6]2[n:7]1[n:8][cH:9][cH:10]2.